From a dataset of the Open Reaction Database (ORD), a public repository of structured organic reaction records. describe an organic reaction: reactants, conditions, products, and yield Reactants: COc1ccc(Br)cc1C(C)(C)CC(O)(Cn1ccc(=O)c2ccccc21)C(F)(F)F, C1CCOC1, Cc1ccccc1, [F-], [K+], CC(=O)[O-], CC(=O)[O-], OB(O)c1ccccc1, [Pd+2]. The product is COc1ccc(-c2ccccc2)cc1C(C)(C)CC(O)(Cn1ccc(=O)c2ccccc21)C(F)(F)F. Reaction SMILES: [Br:1][c:2]1[cH:3][cH:4][c:5]([O:30][CH3:31])[c:6]([C:8]([CH2:9][C:10]([CH2:11][n:12]2[cH:13][cH:14][c:15](=[O:22])[c:16]3[cH:17][cH:18][cH:19][cH:20][c:21]23)([C:23]([F:24])([F:25])[F:26])[OH:27])([CH3:28])[CH3:29])[cH:7]1.[CH2:50]1[O:51][CH2:52][CH2:53][CH2:54]1.[CH3:43][c:44]1[cH:45][cH:46][cH:47][cH:48][cH:49]1.[F-:32].[K+:33].[O-:56][C:57]([CH3:58])=[O:59].[O-:60][C:61]([CH3:62])=[O:63].[OH:34][B:35]([OH:36])[c:37]1[cH:38][cH:39][cH:40][cH:41][cH:42]1.[Pd+2:55]>>[c:2]1(-[c:37]2[cH:38][cH:39][cH:40][cH:41][cH:42]2)[cH:3][cH:4][c:5]([O:30][CH3:31])[c:6]([C:8]([CH2:9][C:10]([CH2:11][n:12]2[cH:13][cH:14][c:15](=[O:22])[c:16]3[cH:17][cH:18][cH:19][cH:20][c:21]23)([C:23]([F:24])([F:25])[F:26])[OH:27])([CH3:28])[CH3:29])[cH:7]1. Reactants: CC(C)O (2-propanol), [N+](=[N-])=CC(=O)OCC (ethyl diazoacetate). The reagents and catalysts are CC(=O)O.CC(=O)O.CC(=O)O.CC(=O)O.[Rh].[Rh] (rhodium (II) acetate dimer). Solvent: ClCCl (dichloromethane). Reaction conditions: time 30 minute. Yields the product C(C)OC(COC(C)C)=O (Isopropoxyacetic acid ethyl ester). Yield: 51.3%. Reaction SMILES: [CH3:1][CH:2]([OH:4])[CH3:3].[N+](=[CH:7][C:8]([O:10][CH2:11][CH3:12])=[O:9])=[N-]>ClCCl.CC(O)=O.CC(O)=O.CC(O)=O.CC(O)=O.[Rh].[Rh]>[CH2:11]([O:10][C:8](=[O:9])[CH2:7][O:4][CH:2]([CH3:3])[CH3:1])[CH3:12] |f:3.4.5.6.7.8|. Reported procedure: To a solution of 2-propanol (0.776 mL, 10.0 mmol) in dichloromethane (33 mL) is added rhodium (II) acetate dimer (22 mg) followed by ethyl diazoacetate (1.05 mL, 10.0 mmol). The reaction mixture is stirred at RT for 30 min. The reaction mixture is filtered through Celite, and the filtrate is evaporated and the residue is vacuum distilled at 150° C. to give 750 mg of the product 405. 1H NMR (CDCl3) δ 4.21 (q, 2 H), 4.06 (s, 2 H), 3.73 (m, 1 H), 1.29 (t, 3 H), 1.22 (s, 3 H), 1.19 (s, 3 H); MS: m/z...